This data is from the Open Reaction Database (ORD), a public repository of structured organic reaction records. The task is: describe an organic reaction: reactants, conditions, products, and yield Reactants: O=C(O)Cn1c(-c2cccnc2)ncc(NC(=O)OCc2ccccc2)c1=O, NC(Cc1ccccc1)C(O)C(F)(F)F, CN(C)C=O, On1nnc2ccccc21. The product is O=C(Cn1c(-c2cccnc2)ncc(NC(=O)OCc2ccccc2)c1=O)NC(Cc1ccccc1)C(O)C(F)(F)F. RXN SMILES: [CH2:1]([c:2]1[cH:3][cH:4][cH:5][cH:6][cH:7]1)[O:8][C:9](=[O:10])[NH:11][c:12]1[cH:13][n:14][c:15](-[c:23]2[cH:24][n:25][cH:26][cH:27][cH:28]2)[n:16]([CH2:19][C:20](=[O:21])[OH:22])[c:17]1=[O:18].[NH2:29][CH:30]([CH:31]([C:32]([F:33])([F:34])[F:35])[OH:36])[CH2:37][c:38]1[cH:39][cH:40][cH:41][cH:42][cH:43]1.[O:54]=[CH:55][N:56]([CH3:57])[CH3:58].[OH:44][n:45]1[c:46]2[c:47]([cH:48][cH:49][cH:50][cH:51]2)[n:52][n:53]1>>[CH2:1]([c:2]1[cH:3][cH:4][cH:5][cH:6][cH:7]1)[O:8][C:9](=[O:10])[NH:11][c:12]1[cH:13][n:14][c:15](-[c:23]2[cH:24][n:25][cH:26][cH:27][cH:28]2)[n:16]([CH2:19][C:20](=[O:21])[NH:29][CH:30]([CH:31]([C:32]([F:33])([F:34])[F:35])[OH:36])[CH2:37][c:38]2[cH:39][cH:40][cH:41][cH:42][cH:43]2)[c:17]1=[O:18]. Reactants: N#Cc1ccc(C=O)cc1, CC(=O)c1cccc(C#N)c1, C[O-], CO, [Na+]. The product is N#Cc1ccc(C=CC(=O)c2cccc(C#N)c2)cc1. Reaction SMILES: [C:15](#[N:16])[c:17]1[cH:18][cH:19][c:20]([CH:21]=[O:22])[cH:23][cH:24]1.[C:4]([CH3:5])(=[O:6])[c:7]1[cH:8][c:9]([C:10]#[N:11])[cH:12][cH:13][cH:14]1.[CH3:1][O-:2].[CH3:25][OH:26].[Na+:3]>>[C:4]([CH:5]=[CH:21][c:20]1[cH:19][cH:18][c:17]([C:15]#[N:16])[cH:24][cH:23]1)(=[O:6])[c:7]1[cH:8][c:9]([C:10]#[N:11])[cH:12][cH:13][cH:14]1. Reactants: C(C)(C)(C)OC(NCC1=CC(=C(C(=C1)Br)O)N)=O (tert-butylN—(3-amino-5-bromo-4-hydroxybenzyl)carbamate), [Cl-].ClC(Cl)=[N+](C)C (dichloromethylenedimethylammonium chloride). The solvent is C(Cl)Cl (CH2Cl2). The product is C(C)(C)(C)OC(NCC=1C=C(C2=C(N=C(O2)N(C)C)C1)Br)=O (Tert-butylN-{[7-bromo-2-(dimethylamino)-1,3-benzoxazol-5-yl]methyl}carbamate). RXN SMILES: [C:1]([O:5][C:6](=[O:18])[NH:7][CH2:8][C:9]1[CH:14]=[C:13]([Br:15])[C:12]([OH:16])=[C:11]([NH2:17])[CH:10]=1)([CH3:4])([CH3:3])[CH3:2].[Cl-].Cl[C:21](=[N+:23]([CH3:25])[CH3:24])Cl>C(Cl)Cl>[C:1]([O:5][C:6](=[O:18])[NH:7][CH2:8][C:9]1[CH:14]=[C:13]([Br:15])[C:12]2[O:16][C:21]([N:23]([CH3:25])[CH3:24])=[N:17][C:11]=2[CH:10]=1)([CH3:4])([CH3:2])[CH3:3] |f:1.2|. Procedure details: A mixture of tert-butylN—(3-amino-5-bromo-4-hydroxybenzyl)carbamate (300 mg, 0.95 mmol) and dichloromethylenedimethylammonium chloride (phosgene iminium chloride, 240 mg, 1.48 mmol) in 10 mL of dry CH2Cl2 was refluxed for 6 h. After cooling the solution was extracted with EtOAc, washed with NaHCO3, brine and dried (MgSO4). After purification by column chromatography (1% MeOH in CH2Cl2) 192 mg (55%) of tert-butylN-{[7-bromo-2-(dimethylamino)-1,3-benzoxazol-5-yl]methyl}carbamate were obtained. 1H ... Reactants: COc1ccc(CC(=O)O)cc1, COc1ccc(CN)cc1. The reagents and catalysts are CCOP(=O)(OCC)ON1C(=O)C2=CC=CC=C2N=N1 (DEPBT), CCN(C(C)C)C(C)C (DIPEA). Run in CN(C)C=O (DMF), CN(C)C=O (DMF), CN(C)C=O (DMF), CN(C)C=O (DMF), CN(C)C=O (DMF), CN(C)C=O (DMF). Reaction conditions: temperature 25 celsius, time 2 hour. Product: COc1ccc(CNC(=O)Cc2ccc(OC)cc2)cc1. Isolated yield 42.6%. RXN SMILES: COc1ccc(CN)cc1.COc1ccc(CC(=O)O)cc1.CCOP(=O)(OCC)ON1C(=O)C2=CC=CC=C2N=N1.CCN(C(C)C)C(C)C.CN(C)C=O>>COc1ccc(CNC(=O)Cc2ccc(OC)cc2)cc1. Reactants: CC(=O)c1ccc(S(=O)(=O)Cl)cc1, [K+], [K+], Nc1cc(Br)cnc1Cl, O=C([O-])[O-]. Product: CC(=O)c1ccc(S(=O)(=O)Nc2cc(Br)cnc2Cl)cc1. As a reaction SMILES: [C:10]([CH3:11])(=[O:12])[c:13]1[cH:14][cH:15][c:16]([S:19](=[O:20])(=[O:21])[Cl:22])[cH:17][cH:18]1.[K+:23].[K+:24].[NH2:1][c:2]1[c:3]([Cl:9])[n:4][cH:5][c:6]([Br:8])[cH:7]1.[O-:25][C:26]([O-:27])=[O:28]>>[NH:1]([c:2]1[c:3]([Cl:9])[n:4][cH:5][c:6]([Br:8])[cH:7]1)[S:19]([c:16]1[cH:15][cH:14][c:13]([C:10]([CH3:11])=[O:12])[cH:18][cH:17]1)(=[O:20])=[O:21]. Starting materials: FC1=C(C=CC(=C1)O)[N+](=O)[O-] (2-fluoro-4-hydroxynitrobenzene), C([O-])([O-])=O.[Cs+].[Cs+] (cesium carbonate), C(C1=CC=CC=C1)Br (benzyl bromide). Reagents/catalysts: [I-] (iodide). Solvent: O (water), CN(C=O)C (N,N-dimethylformamide). The product is C(C1=CC=CC=C1)OC1=CC(=C(C=C1)[N+](=O)[O-])F (4-(benzyloxy)-2-fluoro-1-nitrobenzene). Yield: 96.5%. As a reaction SMILES: [F:1][C:2]1[CH:7]=[C:6]([OH:8])[CH:5]=[CH:4][C:3]=1[N+:9]([O-:11])=[O:10].C(=O)([O-])[O-].[Cs+].[Cs+].[CH2:18](Br)[C:19]1[CH:24]=[CH:23][CH:22]=[CH:21][CH:20]=1>CN(C)C=O.O.[I-]>[CH2:18]([O:8][C:6]1[CH:5]=[CH:4][C:3]([N+:9]([O-:11])=[O:10])=[C:2]([F:1])[CH:7]=1)[C:19]1[CH:24]=[CH:23][CH:22]=[CH:21][CH:20]=1 |f:1.2.3|. Reported procedure: A solution of 2-fluoro-4-hydroxynitrobenzene (5.08 g, 32.36 mmol), cesium carbonate (11.71 g, 36.24 mmol), benzyl bromide (4.31 mL, 36.24 mmol), and tetrabutylamunonium iodide (50 mg) in N,N-dimethylformamide (50 mL) was stirred at 25° C. for 24 hours, diluted with water (200 mL) and extracted with ethyl acetate (3×). The combined organic layers were washed with water (3×) and saturated sodium chloride solution, dried (Na2SO4), filtered and concentrated in vacuo to give the title compound (7.72 ... The reactants are N#N.COC1=CC=C(C=C1)C(C1=CC=CC=C1)(C1=CC=CC=C1)NC=1NC(C=2N=CN(C2N1)COC(COC(CCCCCCC)=O)COC(CCCCCCC)=O)=O (N2 (4-methoxyphenyldiphenylmethyl)-9-(1,3-di-n-octanoyloxy-2-propoxymethyl)guanine). The solvent is C(C)(=O)O (acetic acid), O (water). Yields the product C(CCCCCCC)(=O)OCC(COC(CCCCCCC)=O)OCN1C=2N=C(NC(C2N=C1)=O)N (9-(1,3-di-n-octanoyloxy-2-propoxymethyl)guanine). The yield is 63.2%. RXN SMILES: N#N.COC1C=CC(C([NH:24][C:25]2[NH:26][C:27](=[O:59])[C:28]3[N:29]=[CH:30][N:31]([CH2:34][O:35][CH:36]([CH2:48][O:49][C:50](=[O:58])[CH2:51][CH2:52][CH2:53][CH2:54][CH2:55][CH2:56][CH3:57])[CH2:37][O:38][C:39](=[O:47])[CH2:40][CH2:41][CH2:42][CH2:43][CH2:44][CH2:45][CH3:46])[C:32]=3[N:33]=2)(C2C=CC=CC=2)C2C=CC=CC=2)=CC=1>C(O)(=O)C.O>[C:39]([O:38][CH2:37][CH:36]([O:35][CH2:34][N:31]1[CH:30]=[N:29][C:28]2[C:27](=[O:59])[NH:26][C:25]([NH2:24])=[N:33][C:32]1=2)[CH2:48][O:49][C:50](=[O:58])[CH2:51][CH2:52][CH2:53][CH2:54][CH2:55][CH2:56][CH3:57])(=[O:47])[CH2:40][CH2:41][CH2:42][CH2:43][CH2:44][CH2:45][CH3:46] |f:0.1|. Reported procedure: A solution of 0.969 g of N2 -(4-methoxyphenyldiphenylmethyl)-9-(1,3-di-n-octanoyloxy-2-propoxymethyl)guanine in 40 ml of glacial acetic acid plus 10 ml of water was stirred at 75° C. for 3 hours. The solution was then concentrated and the residue chromatographed over silica gel eluting with 1:15 methanol:methylene chloride to give a white solid. The product was recrystallized from methanol to afford 0.385 g of 9-(1,3-di-n-octanoyloxy-2-propoxymethyl)guanine, m.p. 165°-166° C. The reactants are C(CCCCC)(=O)O (hexanoic acid), [OH-].[NH4+] (ammonium hydroxide), C (carbon black). Reaction conditions: temperature 150 celsius. The product is NC(CC(=O)O)CCC (3-aminohexanoic Acid), Compound 1.21. As a reaction SMILES: [C:1]([OH:8])(=[O:7])[CH2:2][CH2:3][CH2:4][CH2:5][CH3:6].C.[OH-].[NH4+:11]>>[NH2:11][CH:3]([CH2:4][CH2:5][CH3:6])[CH2:2][C:1]([OH:8])=[O:7] |f:2.3|. Procedure details: A mixture of 2 hexanoic acid (7.0 g, 0.06 mole) and concentrated aqueous ammonium hydroxide (70 ml) is heated for 24 hours in an autoclave at 150° C. The cooled mixture is treated with carbon black and filtered. After evaporation of the solvent, the crude product is recrystallized from ethanol to give the title compound m.p. 203° C. (Compound 1.21, Table 1). The reactants are O=C(O)c1cc(Cl)ccn1, Cc1cccc(-c2sc(C)nc2C(=O)N2CC3CC(C)CC3C2CN)c1. Product: Cc1cccc(-c2sc(C)nc2C(=O)N2CC3CC(C)CC3C2CNC(=O)c2cc(Cl)ccn2)c1. As a reaction SMILES: [Cl:27][c:28]1[cH:29][c:30]([C:34](=[O:35])[OH:36])[n:31][cH:32][cH:33]1.[NH2:1][CH2:2][CH:3]1[CH:4]2[CH2:5][CH:6]([CH3:26])[CH2:7][CH:8]2[CH2:9][N:10]1[C:11](=[O:12])[c:13]1[n:14][c:15]([CH3:25])[s:16][c:17]1-[c:18]1[cH:19][c:20]([CH3:24])[cH:21][cH:22][cH:23]1>>[NH:1]([CH2:2][CH:3]1[CH:4]2[CH2:5][CH:6]([CH3:26])[CH2:7][CH:8]2[CH2:9][N:10]1[C:11](=[O:12])[c:13]1[n:14][c:15]([CH3:25])[s:16][c:17]1-[c:18]1[cH:19][c:20]([CH3:24])[cH:21][cH:22][cH:23]1)[C:34]([c:30]1[cH:29][c:28]([Cl:27])[cH:33][cH:32][n:31]1)=[O:35].